This data is from the Open Reaction Database (ORD), a public repository of structured organic reaction records. The task is: describe an organic reaction: reactants, conditions, products, and yield Starting materials: O=C([O-])[O-], C1COCCO1, COC(=O)c1ccc(Cl)nc1, [Cs+], [Cs+], CCc1nc2c(N)nc3cc(O)ccc3c2s1. Yields the product CCc1nc2c(N)nc3cc(Oc4ccc(C(=O)OC)cn4)ccc3c2s1. Reaction SMILES: [C:29](=[O:30])([O-:31])[O-:32].[CH2:35]1[O:36][CH2:37][CH2:38][O:39][CH2:40]1.[Cl:18][c:19]1[n:20][cH:21][c:22]([C:23](=[O:24])[O:25][CH3:26])[cH:27][cH:28]1.[Cs+:33].[Cs+:34].[NH2:1][c:2]1[n:3][c:4]2[cH:5][c:6]([OH:17])[cH:7][cH:8][c:9]2[c:10]2[c:11]1[n:12][c:13]([CH2:15][CH3:16])[s:14]2>>[NH2:1][c:2]1[n:3][c:4]2[cH:5][c:6]([O:17][c:19]3[n:20][cH:21][c:22]([C:23](=[O:24])[O:25][CH3:26])[cH:27][cH:28]3)[cH:7][cH:8][c:9]2[c:10]2[c:11]1[n:12][c:13]([CH2:15][CH3:16])[s:14]2. Starting materials: C(=O)(OC(C)(C)C)N[C@@H](CC(C)C)C(=O)O.N[C@@H](CC(C)C)C(=O)O (N-Boc-L-leucine L-leucine), Cl.CNOC (N,O-dimethylhydroxylamine hydrochloride), O.ON1N=NC2=C1C=CC=C2 (1-hydroxybenzotriazole monohydrate), CN1CCOCC1 (N-methylmorpholine), Cl.C(C)N=C=NCCCN(C)C (1-Ethyl-3-(3-dimethylaminopropyl)carbodiimide hydrochloride). The solvent is CN(C)C=O (DMF). Reaction conditions: time 40 hour. The product is C(=O)(OC(C)(C)C)N[C@@H](CC(C)C)C(=O)O.CN(C([C@@H](N)CC(C)C)=O)OC (Boc-L-Leucine L-leucine N,O-Dimethylhydroxylamide). The yield is 82.5%. As a reaction SMILES: [C:1]([NH:8][C@H:9]([C:14]([OH:16])=[O:15])[CH2:10][CH:11]([CH3:13])[CH3:12])([O:3][C:4]([CH3:7])([CH3:6])[CH3:5])=[O:2].[NH2:17][C@H:18]([C:23]([OH:25])=O)[CH2:19][CH:20]([CH3:22])[CH3:21].Cl.[CH3:27][NH:28][O:29][CH3:30].O.ON1C2C=CC=CC=2N=N1.CN1CCOCC1.Cl.C(N=C=NCCCN(C)C)C>CN(C=O)C>[C:1]([NH:8][C@H:9]([C:14]([OH:16])=[O:15])[CH2:10][CH:11]([CH3:12])[CH3:13])([O:3][C:4]([CH3:6])([CH3:5])[CH3:7])=[O:2].[CH3:27][N:28]([O:29][CH3:30])[C:23](=[O:25])[C@H:18]([CH2:19][CH:20]([CH3:22])[CH3:21])[NH2:17] |f:0.1,2.3,4.5,7.8,10.11|. Procedure: A mixture of N-Boc-L-leucine-L-leucine (1 g), N,O-dimethylhydroxylamine hydrochloride (423 mg), 1-hydroxybenzotriazole monohydrate (509 mg), and N-methylmorpholine (0.42 mL) was dissolved in DMF (20 mL). 1-Ethyl-3-(3-dimethylaminopropyl)carbodiimide hydrochloride (610 mg) was added at 0° C. for 2 h, then at room temperature for 40 h. The reaction was quenched with water (80 mL) and the mixture was extracted with EtOAc (3×100 mL). The combined organic layers were washed with aqueous 10% HCl, satu... The reactants are CN(C)C (trimethylamine), CN(C)C (trimethylamine), CS(=O)(=O)O.O[C@H]1CC(=O)OC1 ((S)-3-hydroxybutyrolactone methane sulfonate). Solvent: O (water). Conditions: time 1 hour. Product: O[C@@H](C[N+](C)(C)C)CC([O-])=O (L-carnitine). As a reaction SMILES: [CH3:1][N:2]([CH3:4])[CH3:3].CS(O)(=O)=O.[OH:10][C@@H:11]1[CH2:16][O:15][C:13](=[O:14])[CH2:12]1>O>[OH:10][C@H:11]([CH2:12][C:13](=[O:14])[O-:15])[CH2:16][N+:2]([CH3:4])([CH3:3])[CH3:1] |f:1.2|. Procedure details: To an aqueous solution of trimethylamine (250 mL), 25% by weight solution of trimethylamine in water, is added (S)-3-hydroxybutyrolactone methane sulfonate (98 g, 0.5 mol) prepared as described above. The resulting solution is stirred at room temperature 1 hr, and then heated at 100° C. in a sealed vessel for 16 hrs. Upon cooling the solution to room temperature, the reaction mixture is evaporated to dryness in vacuo using ethanol and toluene (5:1) to remove residual water by azeotropic distilla... Product: C1=NC=CC=2C(=CC=CC12)S(=O)(=O)N1CC(CCC1)O (1-(5-isoquinolinesulfonyl)-3-hydroxypiperidine). Solvent: ice water. Run at time 3 hour. Reaction SMILES: Cl.[CH:2]1[C:11]2[CH:10]=[CH:9][CH:8]=[C:7]([S:12](Cl)(=[O:14])=[O:13])[C:6]=2[CH:5]=[CH:4][N:3]=1.[C:16](=[O:19])([O-])O.[Na+]>>[CH:2]1[C:11]2[CH:10]=[CH:9][CH:8]=[C:7]([S:12]([N:3]3[CH2:2][CH2:11][CH2:6][CH:16]([OH:19])[CH2:4]3)(=[O:14])=[O:13])[C:6]=2[CH:5]=[CH:4][N:3]=1 |f:0.1,2.3|. Reactants: Cl.C1=NC=CC=2C(=CC=CC12)S(=O)(=O)Cl (5-isoquinolinesulfonyl chloride hydrochloride), C(O)([O-])=O.[Na+] (sodium hydrogencarbonate). Reported procedure: In 100 ml of ice water was dissolved 10.6 g of 5-isoquinolinesulfonyl chloride hydrochloride, and the pH of the solution was adjusted to 6 with a saturated aqueous sodium hydrogencarbonate solution, followed by extraction with of 200 ml of dichloromethane. The dichloromethane layer was added dropwise to a 100 ml of dichloromethane solution containing 6.0 g of 3-hydroxypiperidine and 6.0 g of triethylamine over 30 minutes while cooling with ice. The mixture was stirred at a temperature of 15° C. ...